From a dataset of the Open Reaction Database (ORD), a public repository of structured organic reaction records. describe an organic reaction: reactants, conditions, products, and yield Starting materials: C=O (formalin), CC1=C2C=NNC2=C(C=C1O[C@H]1CC[C@H](CC1)N)C (cis-4-[(4,7-dimethyl-1H-indazol-5-yl)oxy]cyclohexanamine), C(#N)[BH3-].[Na+] (Sodium cyanoborohydride), C(C)(=O)O (acetic acid). Conditions: time 1 hour. The product is CC1=C2C=NNC2=C(C=C1O[C@H]1CC[C@H](CC1)N(C)C)C (cis-N-{4-[(4,7-dimethyl-1H-indazol-5-yl)oxy]cyclohexyl}-N,N-dimethylamine). Yield: 69.4%. As a reaction SMILES: C=O.[CH3:3][C:4]1[C:12]([O:13][C@@H:14]2[CH2:19][CH2:18][C@H:17](N)[CH2:16][CH2:15]2)=[CH:11][C:10]([CH3:21])=[C:9]2[C:5]=1[CH:6]=[N:7][NH:8]2.[C:22]([BH3-])#[N:23].[Na+].[C:26](O)(=O)C>>[CH3:3][C:4]1[C:12]([O:13][C@@H:14]2[CH2:19][CH2:18][C@H:17]([N:23]([CH3:22])[CH3:26])[CH2:16][CH2:15]2)=[CH:11][C:10]([CH3:21])=[C:9]2[C:5]=1[CH:6]=[N:7][NH:8]2 |f:2.3|. Reported procedure: A 36% aqueous formalin solution (161 μl, 1.93 mmol) was added to a methanolic solution (2 ml) of the cis-4-[(4,7-dimethyl-1H-indazol-5-yl)oxy]cyclohexanamine (100 mg, 0.386 mmol) obtained in Example 658, and the resulting mixture was stirred at room temperature for 1 hour. Sodium cyanoborohydride (51 mg, 0.771 mmol) and acetic acid (110 μl, 1.92 mmol) were added thereto, and the resulting mixture was stirred at room temperature for 18 hours. The methanol was removed by the use of nitrogen gas an... Starting materials: CCOC(=O)c1cc2cc(OC)c(OC)cc2s1, CCO, Cl, [K+], NO, [OH-]. The product is COc1cc2cc(C(=O)NO)sc2cc1OC. As a reaction SMILES: [CH2:6]([O:8][C:9](=[O:7])[c:11]1[cH:12][c:13]2[c:14]([s:15]1)[cH:16][c:17]([O:22][CH3:23])[c:18]([O:20][CH3:21])[cH:19]2)[CH3:10].[CH3:24][CH2:25][OH:26].[ClH:1].[K+:5].[NH2:2][OH:3].[OH-:4]>>[NH:2]([OH:3])[C:9](=[O:8])[c:11]1[cH:12][c:13]2[c:14]([s:15]1)[cH:16][c:17]([O:22][CH3:23])[c:18]([O:20][CH3:21])[cH:19]2. The reactants are CI, CCOC(C)=O, COC(=O)c1cccc2c1OCC(=O)N2, [K+], [K+], O=C([O-])[O-], CN(C)C=O, O. Yields the product COC(=O)c1cccc2c1OCC(=O)N2C. As a reaction SMILES: [CH3:22][I:23].[CH3:30][CH2:31][O:32][C:33]([CH3:34])=[O:35].[CH3:7][O:8][C:9](=[O:10])[c:11]1[cH:12][cH:13][cH:14][c:15]2[c:20]1[O:19][CH2:18][C:17](=[O:21])[NH:16]2.[K+:1].[K+:2].[O-:3][C:4]([O-:5])=[O:6].[O:25]=[CH:26][N:27]([CH3:28])[CH3:29].[OH2:24]>>[CH3:4][N:16]1[c:15]2[cH:14][cH:13][cH:12][c:11]([C:9]([O:8][CH3:7])=[O:10])[c:20]2[O:19][CH2:18][C:17]1=[O:21]. Reactants: C1(=CC(=CC=2C(=CC(=CC12)C(=O)[O-])C(=O)[O-])C(=O)[O-])C(=O)[O-].[K+].[K+].[K+].[K+] (tetrapotassium 1,3,5,7-naphthalenetetracarboxylate), Cl (hydrochloric acid). Run in O (water). The product is C1(=CC(=CC=2C(=CC(=CC12)C(=O)O)C(=O)O)C(=O)O)C(=O)O (1,3,5,7-naphthalenetetracarboxylic acid). As a reaction SMILES: [C:1]1([C:20]([O-:22])=[O:21])[C:10]2[CH:9]=[C:8]([C:11]([O-:13])=[O:12])[CH:7]=[C:6]([C:14]([O-:16])=[O:15])[C:5]=2[CH:4]=[C:3]([C:17]([O-:19])=[O:18])[CH:2]=1.[K+].[K+].[K+].[K+].Cl>O>[C:1]1([C:20]([OH:22])=[O:21])[C:10]2[CH:9]=[C:8]([C:11]([OH:13])=[O:12])[CH:7]=[C:6]([C:14]([OH:16])=[O:15])[C:5]=2[CH:4]=[C:3]([C:17]([OH:19])=[O:18])[CH:2]=1 |f:0.1.2.3.4|. Procedure: Crude tetrapotassium 1,3,5,7-naphthalenetetracarboxylate obtained in Example 13 was again dissolved in water, and the solution was acidified with hydrochloric acid to an acidity lower than pH 1 to form free crude 1,3,5,7-naphthalenetetracarboxylic acid. The product was separated and dried to form crude 1,3,5,7-naphthalenetetracarboxylic acid as shown in Table 7.